Dataset: the Open Reaction Database (ORD), a public repository of structured organic reaction records. Task: describe an organic reaction: reactants, conditions, products, and yield The reactants are N1CCC(CC1)CNC(=O)C1=C2N(C=3C=CC=CC13)CCCO2 (N-(4-piperidylmethyl) 3,4-dihydro-2H-[1,3]oxazino[3,2-a]indole-10-carboxarnide), C(C)(C)N(CC)C(C)C (diisopropylethylamine), BrCCNS(=O)(=O)C (N-(2-bromoethyl)methanesulphonamide). Run in C(C)#N (acetonitrile), C(Cl)(Cl)Cl (chloroform). Product: CS(=O)(=O)NCCN1CCC(CC1)CNC(=O)C1=C2N(C=3C=CC=CC13)CCCO2 (N-[(1-(2-Methanesulphonamidoethyl)-4-piperidyl)methyl] 3,4-dihydro-2H-[1,3]oxazino[3,2-a]indole-10-carboxamide). The yield is 11.2%. RXN SMILES: [NH:1]1[CH2:6][CH2:5][CH:4]([CH2:7][NH:8][C:9]([C:11]2[C:19]3[CH:18]=[CH:17][CH:16]=[CH:15][C:14]=3[N:13]3[CH2:20][CH2:21][CH2:22][O:23][C:12]=23)=[O:10])[CH2:3][CH2:2]1.C(N(C(C)C)CC)(C)C.Br[CH2:34][CH2:35][NH:36][S:37]([CH3:40])(=[O:39])=[O:38]>C(#N)C.C(Cl)(Cl)Cl>[CH3:40][S:37]([NH:36][CH2:35][CH2:34][N:1]1[CH2:6][CH2:5][CH:4]([CH2:7][NH:8][C:9]([C:11]2[C:19]3[CH:18]=[CH:17][CH:16]=[CH:15][C:14]=3[N:13]3[CH2:20][CH2:21][CH2:22][O:23][C:12]=23)=[O:10])[CH2:3][CH2:2]1)(=[O:39])=[O:38]. Procedure: A stirred solution of N-(4-piperidylmethyl) 3,4-dihydro-2H-[1,3]oxazino[3,2-a]indole-10-carboxarnide (E21, 220 mg, 0.70 mmole) in acetonitrile (8 ml) was treated with diisopropylethylamine (0.24 ml, 1.4 mmole) and N-(2-bromoethyl)methanesulphonamide (D14, 160 mg, 0.77 mmole) and the mixture heated under reflux for 2.5 h. The reaction mixture was concentrated in vacuo and the residue chromatographed on silica gel eluting with dichloromethane/methanol/0.88 ammonia solution (200:10:1). The colourle... The reactants are CNS(=O)(=O)CC (N-methylethylsulfonamide), [H-].[Na+] (NaH), ice water, CCCCCCC (heptane), CC1(C2C(C3=CN=CC=C3O1)O2)C (2,2-dimethyl-1a,7b-dihydro-2H-1,3-dioxa-6-aza-cyclo-propa[a]naphthalene). The solvent is CS(=O)C (DMSO), CS(=O)C (DMSO), CS(=O)C (DMSO), C(C)(=O)OCC (ethyl acetate). Run at time 2 hour. Product: OC1C(C=2C=NC=CC2OC1(C)C)CNS(=O)(=O)CC (ethanesulfonic acid (3-hydroxy-2,2-dimethyl-3,4-dihydro-2H-pyrano[3,2-c]pyridin-4-yl)methylamide). The yield is 49.3%. As a reaction SMILES: [CH3:1][NH:2][S:3]([CH2:6][CH3:7])(=[O:5])=[O:4].[H-].[Na+].[CH3:10][C:11]1([CH3:22])[O:20][C:19]2[C:14](=[CH:15][N:16]=[CH:17][CH:18]=2)[CH:13]2[O:21][CH:12]12.CCCCCCC>CS(C)=O.C(OCC)(=O)C>[OH:21][CH:12]1[C:11]([CH3:22])([CH3:10])[O:20][C:19]2[CH:18]=[CH:17][N:16]=[CH:15][C:14]=2[CH:13]1[CH2:1][NH:2][S:3]([CH2:6][CH3:7])(=[O:5])=[O:4] |f:1.2|. Reported procedure: A solution of 480 mg (3.5 mmol) of N-methylethylsulfonamide in 0.75 ml DMSO (dimethylsulfoxide) is added to a suspension of 27 mg (0.7 mmol) of NaH (60% strength) in 1.5 ml of DMSO. After stirring at room temperature for 2 h, a solution of 0.48 g (2.7 mmol) of 2,2-dimethyl-1a,7b-dihydro-2H-1,3-dioxa-6-aza-cyclo-propa[a]naphthalene (prepared analogously to G. Burell et al. J. Med. Chem. 33 (1990) 3023-3027) in 6 ml of DMSO is added dropwise. The mixture is heated at 60° C. for 4 h and then stirre... Starting materials: ClC1=NC(=C2N=C(N(C2=N1)C)CCN1CC(C1)C(C)(C)O)N1CCOCC1 (2-{1-[2-(2-chloro-9-methyl-6-morpholin-4-yl-9H-purin-8-yl)ethyl]azetidin-3-yl}propan-2-ol), C(C)C=1NC2=C(N1)C=CC=C2 (2-ethylbenzimidazole), CC(C)C1=CC(=C(C(=C1)C(C)C)C2=C(C=CC=C2)P(C3CCCCC3)C4CCCCC4)C(C)C (Xphos), C(=O)([O-])[O-].[Cs+].[Cs+] (Cs2CO3). Reagents/catalysts: C=1C=CC(=CC1)/C=C/C(=O)/C=C/C2=CC=CC=C2.C=1C=CC(=CC1)/C=C/C(=O)/C=C/C2=CC=CC=C2.C=1C=CC(=CC1)/C=C/C(=O)/C=C/C2=CC=CC=C2.[Pd].[Pd] (Pd2(dba)3). The solvent is O1CCOCC1 (dioxane). Reaction conditions: temperature 120 celsius. The product is C(C)C1=NC2=C(N1C1=NC(=C3N=C(N(C3=N1)C)CCN1CC(C1)C(C)(C)O)N1CCOCC1)C=CC=C2 (2-(1-(2-(2-(2-ethyl-1H-benzo[d]imidazol-1-yl)-9-methyl-6-morpholino-9H-purin-8-yl)ethyl)azetidin-3-yl)propan-2-ol). The yield is 35.9%. RXN SMILES: Cl[C:2]1[N:10]=[C:9]2[C:5]([N:6]=[C:7]([CH2:12][CH2:13][N:14]3[CH2:17][CH:16]([C:18]([OH:21])([CH3:20])[CH3:19])[CH2:15]3)[N:8]2[CH3:11])=[C:4]([N:22]2[CH2:27][CH2:26][O:25][CH2:24][CH2:23]2)[N:3]=1.[CH2:28]([C:30]1[NH:31][C:32]2[CH:38]=[CH:37][CH:36]=[CH:35][C:33]=2[N:34]=1)[CH3:29].CC(C1C=C(C(C)C)C(C2C=CC=CC=2P(C2CCCCC2)C2CCCCC2)=C(C(C)C)C=1)C.C([O-])([O-])=O.[Cs+].[Cs+]>O1CCOCC1.C1C=CC(/C=C/C(/C=C/C2C=CC=CC=2)=O)=CC=1.C1C=CC(/C=C/C(/C=C/C2C=CC=CC=2)=O)=CC=1.C1C=CC(/C=C/C(/C=C/C2C=CC=CC=2)=O)=CC=1.[Pd].[Pd]>[CH2:28]([C:30]1[N:31]([C:2]2[N:10]=[C:9]3[C:5]([N:6]=[C:7]([CH2:12][CH2:13][N:14]4[CH2:15][CH:16]([C:18]([OH:21])([CH3:20])[CH3:19])[CH2:17]4)[N:8]3[CH3:11])=[C:4]([N:22]3[CH2:23][CH2:24][O:25][CH2:26][CH2:27]3)[N:3]=2)[C:32]2[CH:38]=[CH:37][CH:36]=[CH:35][C:33]=2[N:34]=1)[CH3:29] |f:3.4.5,7.8.9.10.11|. Procedure: A mixture of 2-{1-[2-(2-chloro-9-methyl-6-morpholin-4-yl-9H-purin-8-yl)ethyl]azetidin-3-yl}propan-2-ol (84 mg, 0.21 mmol), 2-ethylbenzimidazole (34 mg, 0.23 mmol), Pd2(dba)3 (4.9 mg, 2.5 mol %), Xphos (10.1 mg, 10 mol %) and Cs2CO3 (104 mg, 0.32 mmol) in dioxane (1.5 mL) was purged with argon gas then heated at 120° C., for 23 h, in a sealed tube. The reaction mixture was loaded onto an Isolute® SCX-2 cartridge, washed with MeOH then the desired product eluted with 2 M NH3 in MeOH. The resulting... The reactants are BrC=1C(=NC=C(C(=O)NC2=CC(=C(C=C2)OC(F)(F)F)F)C1)N1C[C@H](CC1)CO ((S)-5-bromo-N-(3-fluoro-4-(trifluoromethoxy)phenyl)-6-(3-(hydroxymethyl)pyrrolidin-1-yl)nicotinamide), N1=CN=CC(=C1)B(O)O (pyrimidin-5-ylboronic acid). Yields the product FC=1C=C(C=CC1OC(F)(F)F)NC(C1=CN=C(C(=C1)C=1C=NC=NC1)N1C[C@H](CC1)CO)=O ((S)—N-(3-Fluoro-4-(trifluoromethoxy)phenyl)-6-(3-(hydroxymethyl)pyrrolidin-1-yl)-5-(pyrimidin-5-yl)nicotinamide). RXN SMILES: Br[C:2]1[C:3]([N:23]2[CH2:27][CH2:26][C@H:25]([CH2:28][OH:29])[CH2:24]2)=[N:4][CH:5]=[C:6]([CH:22]=1)[C:7]([NH:9][C:10]1[CH:15]=[CH:14][C:13]([O:16][C:17]([F:20])([F:19])[F:18])=[C:12]([F:21])[CH:11]=1)=[O:8].[N:30]1[CH:35]=[C:34](B(O)O)[CH:33]=[N:32][CH:31]=1>>[F:21][C:12]1[CH:11]=[C:10]([NH:9][C:7](=[O:8])[C:6]2[CH:22]=[C:2]([C:34]3[CH:35]=[N:30][CH:31]=[N:32][CH:33]=3)[C:3]([N:23]3[CH2:27][CH2:26][C@H:25]([CH2:28][OH:29])[CH2:24]3)=[N:4][CH:5]=2)[CH:15]=[CH:14][C:13]=1[O:16][C:17]([F:20])([F:19])[F:18]. Procedure: The title compound was prepared in an analogous fashion to that described in Example 185 using (S)-5-bromo-N-(3-fluoro-4-(trifluoromethoxy)phenyl)-6-(3-(hydroxymethyl)pyrrolidin-1-yl)nicotinamide (Stage 201.1) and pyrimidin-5-ylboronic acid to afford a white powder. HPLC (Condition 4) tR=4.98 min, UPLC-MS (Condition 3) tR=0.97 min, m/z=478.2 [M+H]+; 1H-NMR (400 MHz, DMSO-d6) δ ppm 1.50-1.65 (m, 1H) 1.84 (m, J=6.60 Hz, 1H) 2.15-2.29 (m, 1H) 2.96 (dd, J=10.75, 6.84 Hz, 1H) 3.06-3.42 (m, 5H) 4.60 (... Starting materials: [Cl-].[Al+3].[Cl-].[Cl-] (aluminium chloride), Cl (HCl), C(C)(=O)Cl (acetyl chloride), COC1=C(C=C(C=C1)OC)C (2,5-dimethoxytoluene). Run in C(Cl)Cl (DCM), C(Cl)(Cl)(Cl)Cl (CCl4), C(Cl)Cl (DCM). Conditions: time 4 hour. Yields the product COC1=C(C=C(C(=C1)C)OC)C(C)=O (1-(2,5-Dimethoxy-4-methylphenyl)ethan-1-one). Isolated yield 82.4%. RXN SMILES: [Cl-].[Al+3].[Cl-].[Cl-].[C:5](Cl)(=[O:7])[CH3:6].[CH3:9][O:10][C:11]1[CH:16]=[CH:15][C:14]([O:17][CH3:18])=[CH:13][C:12]=1[CH3:19].Cl>C(Cl)(Cl)(Cl)Cl.C(Cl)Cl>[CH3:18][O:17][C:14]1[CH:13]=[C:12]([CH3:19])[C:11]([O:10][CH3:9])=[CH:16][C:15]=1[C:5](=[O:7])[CH3:6] |f:0.1.2.3|. Reported procedure: A suspension of 17.52 g of aluminium chloride in a mixture of 100 ml of CCl4 and 100 ml of DCM is cooled to +4° C. under nitrogen, and 10.4 g of acetyl chloride are added dropwise, followed by a solution of 20 g of 2,5-dimethoxytoluene in 20 ml of DCM. After stirring for 4 hours at +4° C., the reaction medium is poured onto ice to which a few ml of concentrated HCl have been added and the mixture is left stirring for 30 minutes. The phases are separated by settling, the aqueous phase is extracte... Starting materials: CCNCC, CC#N, CC(C)Oc1ccc(NC(=O)N2CCC(c3ncnc4ccc(C#CCOS(C)(=O)=O)cc34)CC2)cc1. The product is CCN(CC)CC#Cc1ccc2ncnc(C3CCN(C(=O)Nc4ccc(OC(C)C)cc4)CC3)c2c1. RXN SMILES: [CH2:38]([CH3:39])[NH:40][CH2:41][CH3:42].[CH3:43][C:44]#[N:45].[CH:1]([CH3:2])([CH3:3])[O:4][c:5]1[cH:6][cH:7][c:8]([NH:11][C:12](=[O:13])[N:14]2[CH2:15][CH2:16][CH:17]([c:20]3[n:21][cH:22][n:23][c:24]4[cH:25][cH:26][c:27]([C:30]#[C:31][CH2:32][O:33][S:34]([CH3:35])(=[O:36])=[O:37])[cH:28][c:29]34)[CH2:18][CH2:19]2)[cH:9][cH:10]1>>[CH:1]([CH3:2])([CH3:3])[O:4][c:5]1[cH:6][cH:7][c:8]([NH:11][C:12](=[O:13])[N:14]2[CH2:15][CH2:16][CH:17]([c:20]3[n:21][cH:22][n:23][c:24]4[cH:25][cH:26][c:27]([C:30]#[C:31][CH2:32][N:40]([CH2:38][CH3:39])[CH2:41][CH3:42])[cH:28][c:29]34)[CH2:18][CH2:19]2)[cH:9][cH:10]1.